This data is from the Open Reaction Database (ORD), a public repository of structured organic reaction records. The task is: describe an organic reaction: reactants, conditions, products, and yield The reactants are CC(C)(C)CCN[C@@H](CC(=O)O)C(=O)N[C@@H](CC1=CC=CC=C1)C(=O)OC (neotame), S([O-])(O)=O (bisulfite), CC(CC=O)(C)C (3,3-dimethylbutyraldehyde). The product is COC(=O)[C@H](CC=1C=CC=CC1)NC(=O)[C@H](CC(=O)O)N (aspartame), CC(C)(C)CCN[C@@H](CC(=O)O)C(=O)N[C@@H](CC1=CC=CC=C1)C(=O)OC (neotame). As a reaction SMILES: [CH3:1][C:2]([CH2:5][CH2:6][NH:7][C@H:8]([C:13]([NH:15][C@H:16]([C:24]([O:26][CH3:27])=[O:25])[CH2:17][C:18]1[CH:23]=[CH:22][CH:21]=[CH:20][CH:19]=1)=[O:14])[CH2:9][C:10]([OH:12])=[O:11])([CH3:4])[CH3:3].S(=O)(O)[O-].CC(C)(C)CC=O>>[CH3:27][O:26][C:24]([C@@H:16]([NH:15][C:13]([C@@H:8]([NH2:7])[CH2:9][C:10]([OH:12])=[O:11])=[O:14])[CH2:17][C:18]1[CH:19]=[CH:20][CH:21]=[CH:22][CH:23]=1)=[O:25].[CH3:4][C:2]([CH2:5][CH2:6][NH:7][C@H:8]([C:13]([NH:15][C@H:16]([C:24]([O:26][CH3:27])=[O:25])[CH2:17][C:18]1[CH:23]=[CH:22][CH:21]=[CH:20][CH:19]=1)=[O:14])[CH2:9][C:10]([OH:12])=[O:11])([CH3:1])[CH3:3]. Reported procedure: In a second embodiment of the present invention, neotame is synthesized by first hydrolyzing a bisulfite adduct of 3,3-dimethylbutyraldehyde with a base in a solvent or a mixture of solvents and then adding aspartame under hydrogenation conditions with a catalyst to produce neotame. Reactants: ClC1=NN2C(C(=N1)N(CC1=CC=C(C=C1)OC)C1CC1)=NC=C2C#N (2-chloro-4-(cyclopropyl(4-methoxybenzyl)amino)imidazo[2,1-f][1,2,4]triazine-7-carbonitrile), C([O-])([O-])=O.[Cs+].[Cs+] (CESIUM CARBONATE), CC1(C2=C(C(=CC=C2)P(C3=CC=CC=C3)C4=CC=CC=C4)OC5=C(C=CC=C51)P(C6=CC=CC=C6)C7=CC=CC=C7)C (XANTPHOS), ClC1=NN2C(C(=N1)N(CC1=CC=C(C=C1)OC)C1CC1)=NC=C2C#N (2-chloro-4-(cyclopropyl(4-methoxybenzyl)amino)imidazo[2,1-f][1,2,4]triazine-7-carbonitrile), ClC1=C(N)C=C(C=C1N1CC(C1)N1CCN(CC1)C)OC(F)F (2-chloro-5-(difluoromethoxy)-3-(3-(4-methylpiperazin-1-yl)azetidin-1-yl)aniline). The reagents and catalysts are C1=CC=C(C=C1)P([C-]2C=CC=C2)C3=CC=CC=C3.C1=CC=C(C=C1)P([C-]2C=CC=C2)C3=CC=CC=C3.[Fe+2] (DPPF), C(C)(=O)[O-].[Pd+2].C(C)(=O)[O-] (palladium(ii) acetate). Solvent: O1CCOCC1 (Dioxane). Conditions: temperature 105 celsius. Product: ClC1=C(C=C(C=C1N1CC(C1)N1CCN(CC1)C)OC(F)F)NC1=NN2C(C(=N1)N(CC1=CC=C(C=C1)OC)C1CC1)=NC=C2C#N (2-((2-Chloro-5-(difluoromethoxy)-3-(3-(4-methylpiperazin-1-yl)azetidin-1-yl)phenyl)amino)-4-(cyclopropyl(4-methoxybenzyl)amino)imidazo[2,1-f][1,2,4]triazine-7-carbonitrile). Yield: 62.2%. Reaction SMILES: Cl[C:2]1[N:7]=[C:6]([N:8]([CH:18]2[CH2:20][CH2:19]2)[CH2:9][C:10]2[CH:15]=[CH:14][C:13]([O:16][CH3:17])=[CH:12][CH:11]=2)[C:5]2=[N:21][CH:22]=[C:23]([C:24]#[N:25])[N:4]2[N:3]=1.[Cl:26][C:27]1[C:33]([N:34]2[CH2:37][CH:36]([N:38]3[CH2:43][CH2:42][N:41]([CH3:44])[CH2:40][CH2:39]3)[CH2:35]2)=[CH:32][C:31]([O:45][CH:46]([F:48])[F:47])=[CH:30][C:28]=1[NH2:29].CC1(C)C2C(=C(P(C3C=CC=CC=3)C3C=CC=CC=3)C=CC=2)OC2C(P(C3C=CC=CC=3)C3C=CC=CC=3)=CC=CC1=2.C(=O)([O-])[O-].[Cs+].[Cs+]>O1CCOCC1.C([O-])(=O)C.[Pd+2].C([O-])(=O)C.C1C=CC(P(C2C=CC=CC=2)[C-]2C=CC=C2)=CC=1.C1C=CC(P(C2C=CC=CC=2)[C-]2C=CC=C2)=CC=1.[Fe+2]>[Cl:26][C:27]1[C:33]([N:34]2[CH2:37][CH:36]([N:38]3[CH2:43][CH2:42][N:41]([CH3:44])[CH2:40][CH2:39]3)[CH2:35]2)=[CH:32][C:31]([O:45][CH:46]([F:48])[F:47])=[CH:30][C:28]=1[NH:29][C:2]1[N:7]=[C:6]([N:8]([CH:18]2[CH2:20][CH2:19]2)[CH2:9][C:10]2[CH:15]=[CH:14][C:13]([O:16][CH3:17])=[CH:12][CH:11]=2)[C:5]2=[N:21][CH:22]=[C:23]([C:24]#[N:25])[N:4]2[N:3]=1 |f:3.4.5,7.8.9,10.11.12|. Procedure details: 2-Chloro-4-(cyclopropyl(4-methoxybenzyl)amino)imidazo[2,1-f][1,2,4]triazine-7-carbonitrile (Intermediate 9)(120 mg, 0.338 mmol), 2-chloro-5-(difluoromethoxy)-3-(3-(4-methylpiperazin-1-yl)azetidin-1-yl)aniline (129 mg, 0.372 mmol), palladium(ii) acetate (22.78 mg, 0.101 mmol), XANTPHOS (19.57 mg, 0.034 mmol), DPPF (18.75 mg, 0.034 mmol) and CESIUM CARBONATE (220 mg, 0.676 mmol) were suspended in Dioxane (3382 μl) at rt. The reaction vessel was evacuated and purged with N2 (4 times) and then heate... The reactants are BrC1=C(C=CC=C1)OC (2-bromo-methoxybenzene), C(C)(C)(C)C1=C(O)C(=CC(=C1)O)C(C)(C)C (2,6-di(t-butyl)hydroquinone). The product is C(C)(C)(C)C=1C(C(=CC(C1)(C1=C(C=CC=C1)OC)O)C(C)(C)C)=O (2,6-di(t-butyl)-4-hydroxy-4-(2'-methoxyphenyl)-2,5-cyclohexadienone). RXN SMILES: Br[C:2]1[CH:7]=[CH:6][CH:5]=[CH:4][C:3]=1[O:8][CH3:9].[C:10]([C:14]1[CH:20]=[C:19]([OH:21])[CH:18]=[C:17]([C:22]([CH3:25])([CH3:24])[CH3:23])[C:15]=1[OH:16])([CH3:13])([CH3:12])[CH3:11]>>[C:10]([C:14]1[C:15](=[O:16])[C:17]([C:22]([CH3:25])([CH3:24])[CH3:23])=[CH:18][C:19]([OH:21])([C:2]2[CH:7]=[CH:6][CH:5]=[CH:4][C:3]=2[O:8][CH3:9])[CH:20]=1)([CH3:13])([CH3:12])[CH3:11]. Reported procedure: Using the method described in Example 1, 2-bromo-methoxybenzene is reacted with 2,6-di(t-butyl)hydroquinone to provide 2,6-di(t-butyl)-4-hydroxy-4-(2'-methoxyphenyl)-2,5-cyclohexadienone. This product is dissolved in ethanol and reduced with hydrogen gas on a Parr apparatus using palladium on charcoal as the catalyst. The white solid product is recrystallized from benzene to provide 2,6-di(t-butyl)-4-(2'-methoxyphenyl)phenol, m.p. 98.5°-100° C. The reactants are C(C1=CC=CC=C1)[C@@H]([C@H](C[C@H](C=C)C(C)C)O)NC(=O)[C@H](CC=1N=CN(C1)C(=O)OC(C)(C)C)NC(=O)OC(C)(C)C (t-butyl 4-[(S)-2-[[(1S,2S,4S)-1-benzyl-2-hydroxy-4-isopropyl-5-hexenyl]carbamoyl]-2-(1-t-butoxyformamido)ethyl]imidazole-1-carboxylate), C([O-])([O-])=O.[Na+].[Na+] (sodium carbonate). The solvent is Cl (hydrogen chloride), O1CCOCC1 (dioxane). Run at time 2 hour. Product: N[C@H](C(=O)N[C@H]([C@H](C[C@H](C=C)C(C)C)O)CC1=CC=CC=C1)CC=1N=CNC1 ((S)-α-amino-N-[(1S,2S,4S)-1-benzyl-2-hydroxy-4-isopropyl-5-hexenyl]imidazole-4-propion-amide). Isolated yield 52.0%. Reaction SMILES: [CH2:1]([C@H:8]([NH:18][C:19]([C@@H:21]([NH:35]C(OC(C)(C)C)=O)[CH2:22][C:23]1[N:24]=[CH:25][N:26](C(OC(C)(C)C)=O)[CH:27]=1)=[O:20])[C@@H:9]([OH:17])[CH2:10][C@@H:11]([CH:14]([CH3:16])[CH3:15])[CH:12]=[CH2:13])[C:2]1[CH:7]=[CH:6][CH:5]=[CH:4][CH:3]=1.C(=O)([O-])[O-].[Na+].[Na+]>Cl.O1CCOCC1>[NH2:35][C@@H:21]([CH2:22][C:23]1[N:24]=[CH:25][NH:26][CH:27]=1)[C:19]([NH:18][C@@H:8]([CH2:1][C:2]1[CH:3]=[CH:4][CH:5]=[CH:6][CH:7]=1)[C@@H:9]([OH:17])[CH2:10][C@@H:11]([CH:14]([CH3:15])[CH3:16])[CH:12]=[CH2:13])=[O:20] |f:1.2.3|. Reported procedure: 1 g (1.7 mmol) of t-butyl 4-[(S)-2-[[(1S,2S,4S)-1-benzyl-2-hydroxy-4-isopropyl-5-hexenyl]carbamoyl]-2-(1-t-butoxyformamido)ethyl]imidazole-1-carboxylate were dissolved in 7 ml of 5N hydrogen chloride in dioxane and subsequently stirred at room temperature for 2 hours. Thereafter, the reaction mixture was poured into sodium carbonate solution and extracted with ethyl acetate. The organic extract was dried and evaporated and the residue was chromatographed on silica gel with a 3:1 mixture of methy...